Dataset: the Open Reaction Database (ORD), a public repository of structured organic reaction records. Task: describe an organic reaction: reactants, conditions, products, and yield The reactants are CCNC(=O)C1OC(n2cnc3c(Cl)nc(I)nc32)C(OC(=O)c2ccccc2)C1OC(=O)c1ccccc1, CCC(N)CC. The product is CCNC(=O)C1OC(n2cnc3c(NC(CC)CC)nc(I)nc32)C(OC(=O)c2ccccc2)C1OC(=O)c1ccccc1. Reaction SMILES: [C:1]([c:2]1[cH:3][cH:4][cH:5][cH:6][cH:7]1)(=[O:8])[O:9][CH:10]1[CH:11]([n:29]2[c:30]3[n:31][c:32]([I:39])[n:33][c:34]([Cl:38])[c:35]3[n:36][cH:37]2)[O:12][CH:13]([C:24](=[O:25])[NH:26][CH2:27][CH3:28])[CH:14]1[O:15][C:16]([c:17]1[cH:18][cH:19][cH:20][cH:21][cH:22]1)=[O:23].[CH2:40]([CH3:41])[CH:42]([CH2:43][CH3:44])[NH2:45]>>[C:1]([c:2]1[cH:3][cH:4][cH:5][cH:6][cH:7]1)(=[O:8])[O:9][CH:10]1[CH:11]([n:29]2[c:30]3[n:31][c:32]([I:39])[n:33][c:34]([NH:45][CH:42]([CH2:40][CH3:41])[CH2:43][CH3:44])[c:35]3[n:36][cH:37]2)[O:12][CH:13]([C:24](=[O:25])[NH:26][CH2:27][CH3:28])[CH:14]1[O:15][C:16]([c:17]1[cH:18][cH:19][cH:20][cH:21][cH:22]1)=[O:23]. Reactants: ClCCl, CN(C)C=O, OCc1cccc(OCc2ccc3ccccc3n2)c1, O=S(Cl)Cl. Product: ClCc1cccc(OCc2ccc3ccccc3n2)c1. As a reaction SMILES: [CH2:30]([Cl:31])[Cl:32].[CH3:21][N:22]([CH3:23])[CH:24]=[O:25].[OH:1][CH2:2][c:3]1[cH:4][c:5]([O:6][CH2:7][c:8]2[n:9][c:10]3[cH:11][cH:12][cH:13][cH:14][c:15]3[cH:16][cH:17]2)[cH:18][cH:19][cH:20]1.[S:26]([Cl:27])([Cl:28])=[O:29]>>[CH2:2]([c:3]1[cH:4][c:5]([O:6][CH2:7][c:8]2[n:9][c:10]3[cH:11][cH:12][cH:13][cH:14][c:15]3[cH:16][cH:17]2)[cH:18][cH:19][cH:20]1)[Cl:28]. Reactants: C(C)(=O)O (acetic acid), O (water), C(C)C=1C(=C(C=CC1F)C(C[C@@](C=O)(C(F)(F)F)O)CC)OC ((2R,4R/S)-4-(3-ethyl-4-fluoro-2-methoxyphenyl)-2-hydroxy-2-(trifluoromethyl)hexanal), NC1=C2C=CC(NC2=CC=C1)=O (5-aminoquinolin-2(1h)-one). Reagents/catalysts: CC(C)([O-])C.[Ti+4].CC(C)([O-])C.CC(C)([O-])C.CC(C)([O-])C (titanium tert-butoxide). Run in C1(=CC=CC=C1)C (toluene). Product: C(C)C=1C(=C(C=CC1F)C(C[C@@](C=NC1=C2C=CC(NC2=CC=C1)=O)(C(F)(F)F)O)CC)OC (5-{[(2R,4R/S)-4-(3-ethyl-4-fluoro-2-methoxyphenyl)-2-hydroxy-2-(trifluoromethyl)hexylidene]amino}quinolin-2(1H)-one), crude product. Reaction SMILES: [CH2:1]([C:3]1[C:4]([O:22][CH3:23])=[C:5]([CH:10]([CH2:20][CH3:21])[CH2:11][C@:12]([OH:19])([C:15]([F:18])([F:17])[F:16])[CH:13]=O)[CH:6]=[CH:7][C:8]=1[F:9])[CH3:2].[NH2:24][C:25]1[CH:34]=[CH:33][CH:32]=[C:31]2[C:26]=1[CH:27]=[CH:28][C:29](=[O:35])[NH:30]2.C(O)(=O)C.O>C1(C)C=CC=CC=1.CC(C)([O-])C.[Ti+4].CC(C)([O-])C.CC(C)([O-])C.CC(C)([O-])C>[CH2:1]([C:3]1[C:4]([O:22][CH3:23])=[C:5]([CH:10]([CH2:20][CH3:21])[CH2:11][C@:12]([OH:19])([C:15]([F:16])([F:17])[F:18])[CH:13]=[N:24][C:25]2[CH:34]=[CH:33][CH:32]=[C:31]3[C:26]=2[CH:27]=[CH:28][C:29](=[O:35])[NH:30]3)[CH:6]=[CH:7][C:8]=1[F:9])[CH3:2] |f:5.6.7.8.9|. Reported procedure: 45 mg (0.13 mmol) of (2R,4R/S)-4-(3-ethyl-4-fluoro-2-methoxyphenyl)-2-hydroxy-2-(trifluoromethyl)hexanal and 21.4 mg (0.13 mmol) of 5-aminoquinolin-2(1h)-one are dissolved in 20 ml of toluene and the solution is admixed with 0.56 ml (1.86 mmol) of titanium tert-butoxide and 0.11 ml of acetic acid. The reaction mixture is heated at 1000 for 2 hours, cooled, poured into water and stirred vigorously. The suspension is filtered through Celite, the filter bed being rinsed thoroughly with ethyl acetat...